From a dataset of the Open Reaction Database (ORD), a public repository of structured organic reaction records. describe an organic reaction: reactants, conditions, products, and yield The reactants are BrC=1C=C2C(=CN(C2=C(C1)C(=O)NCC=1C(NC(=CC1C)C)=O)C)C(C)C (5-bromo-N-[(4,6-dimethyl-2-oxo-1,2-dihydro-3-pyridinyl)methyl]-1-methyl-3-(1-methylethyl)-1H-indole-7-carboxamide), Cl.CN(C)CC1=CC=C(C=C1)B1OC(C)(C)C(C)(C)O1 (4-(N,N-dimethylaminomethyl)phenylboronic acid pinacol ester hydrochloride), P(=O)([O-])([O-])[O-].[K+].[K+].[K+] (potassium phosphate), O1CCOCC1 (dioxane), PdCl2 (dppf)-CH2Cl2, Si-Thiol. The solvent is O (water), C(Cl)Cl (CH2Cl2). Conditions: time 30 minute. The product is CN(C)CC1=CC=C(C=C1)C=1C=C2C(=CN(C2=C(C1)C(=O)NCC=1C(NC(=CC1C)C)=O)C)C(C)C (5-{4-[(dimethylamino)methyl]phenyl}-N-[(4,6-dimethyl-2-oxo-1,2-dihydro-3-pyridinyl)methyl]-1-methyl-3-(1-methylethyl)-1H-indole-7-carboxamide). The yield is 37.5%. Reaction SMILES: Br[C:2]1[CH:3]=[C:4]2[C:8](=[C:9]([C:11]([NH:13][CH2:14][C:15]3[C:16](=[O:23])[NH:17][C:18]([CH3:22])=[CH:19][C:20]=3[CH3:21])=[O:12])[CH:10]=1)[N:7]([CH3:24])[CH:6]=[C:5]2[CH:25]([CH3:27])[CH3:26].Cl.[CH3:29][N:30]([CH2:32][C:33]1[CH:38]=[CH:37][C:36](B2OC(C)(C)C(C)(C)O2)=[CH:35][CH:34]=1)[CH3:31].P([O-])([O-])([O-])=O.[K+].[K+].[K+].O1CCOCC1>C(Cl)Cl.O>[CH3:29][N:30]([CH2:32][C:33]1[CH:38]=[CH:37][C:36]([C:2]2[CH:3]=[C:4]3[C:8](=[C:9]([C:11]([NH:13][CH2:14][C:15]4[C:16](=[O:23])[NH:17][C:18]([CH3:22])=[CH:19][C:20]=4[CH3:21])=[O:12])[CH:10]=2)[N:7]([CH3:24])[CH:6]=[C:5]3[CH:25]([CH3:26])[CH3:27])=[CH:35][CH:34]=1)[CH3:31] |f:1.2,3.4.5.6|. Procedure details: In a glass pressure tube was added 5-bromo-N-[(4,6-dimethyl-2-oxo-1,2-dihydro-3-pyridinyl)methyl]-1-methyl-3-(1-methylethyl)-1H-indole-7-carboxamide (225 mg, 0.523 mmol), 4-(N,N-dimethylaminomethyl)phenylboronic acid pinacol ester hydrochloride (200 mg, 0.672 mmol), potassium phosphate (340 mg, 1.602 mmol), dioxane (12 mL) and water (3 mL). The reaction was stirred and purged with N2 then PdCl2 (dppf)-CH2Cl2 adduct (40 mg, 0.049 mmol) was added. The reaction was capped and stirred at 110° C. for... The reactants are NC1=C(C=C(C=C1)Cl)C(F)(F)F (2-amino-5-chlorobenzotrifluoride), C(C)(=O)OC(C)=O (acetic anhydride). Product: C(C)(=O)NC1=C(C=C(C=C1)Cl)C(F)(F)F (2-acetamido-5-chlorobenzotrifluoride). The yield is 91.7%. Reaction SMILES: [NH2:1][C:2]1[CH:7]=[CH:6][C:5]([Cl:8])=[CH:4][C:3]=1[C:9]([F:12])([F:11])[F:10].[C:13](OC(=O)C)(=[O:15])[CH3:14]>>[C:13]([NH:1][C:2]1[CH:7]=[CH:6][C:5]([Cl:8])=[CH:4][C:3]=1[C:9]([F:12])([F:10])[F:11])(=[O:15])[CH3:14]. Reported procedure: A solution of 2-amino-5-chlorobenzotrifluoride (1.01 g, 5.16 mmol, Aldrich) in acetic anhydride (5 mL) was stirred at room temperature for 12 h to produce white needle precipitate. It was filtered to give 1.123 g (91.7%) of 2-acetamido-5-chlorobenzotrifluoride. 1H NMR (CDCl3): δ 2.214 (S, 3H); 7.359 (br, 1H); 7.512 (d, 1H, J=9 Hz), 7.581 (s, 1H); 7.163 (d, 1H, J=8.4 Hz). Reactants: CC1CN(C(=O)OCc2ccccc2)CC(C)N1C(=O)OC(C)(C)C, CO. Yields the product CC1CNCC(C)N1C(=O)OC(C)(C)C. Reaction SMILES: [CH3:1][CH:2]1[N:3]([C:19](=[O:20])[O:21][C:22]([CH3:23])([CH3:24])[CH3:25])[CH:4]([CH3:18])[CH2:5][N:6]([C:8]([O:9][CH2:10][c:11]2[cH:12][cH:13][cH:14][cH:15][cH:16]2)=[O:17])[CH2:7]1.[CH3:26][OH:27]>>[CH3:1][CH:2]1[N:3]([C:19](=[O:20])[O:21][C:22]([CH3:23])([CH3:24])[CH3:25])[CH:4]([CH3:18])[CH2:5][NH:6][CH2:7]1. Starting materials: Cl.Cl.C(C)OC(CNCCN)=O (N-(2-aminoethyl)-glycine ethyl ester 2HCl), ClC1=C(C=CC(=C1)Cl)C1=NN=C(S1)S(=O)(=O)Cl (5-(2,4-dichloro-phenyl)-1,3,4-thiadiazole-2-sulfonyl chloride). Procedure: The title compound was synthesized by the reaction of N-(2-aminoethyl)-glycine ethyl ester 2HCl with 5-(2,4-dichloro-phenyl)-1,3,4-thiadiazole-2-sulfonyl chloride as per the procedure of example 1. 1H NMR (400 MHz; DMSO-d6) δ 8.29 (d, 1H), 7.98 (d, 1H), 7.70 (dd, 1H), 5.65 (brs, 1H), 4.05 (q, 2H), 3.28 (s, 2H), 3.19 (t, 2H), 2.67 (t, 2H), 1.17 (t, 3H). Yields the product C(C)OC(CNCCNS(=O)(=O)C=1SC(=NN1)C1=C(C=C(C=C1)Cl)Cl)=O (N-{2-[5-(2,4-Dichlorophenyl)-1,3,4-thiadiazole-2-sulfonylamino]-ethyl}-glycine ethyl ester). Reaction SMILES: Cl.Cl.[CH2:3]([O:5][C:6](=[O:12])[CH2:7][NH:8][CH2:9][CH2:10][NH2:11])[CH3:4].[Cl:13][C:14]1[CH:19]=[C:18]([Cl:20])[CH:17]=[CH:16][C:15]=1[C:21]1[S:25][C:24]([S:26](Cl)(=[O:28])=[O:27])=[N:23][N:22]=1>>[CH2:3]([O:5][C:6](=[O:12])[CH2:7][NH:8][CH2:9][CH2:10][NH:11][S:26]([C:24]1[S:25][C:21]([C:15]2[CH:16]=[CH:17][C:18]([Cl:20])=[CH:19][C:14]=2[Cl:13])=[N:22][N:23]=1)(=[O:28])=[O:27])[CH3:4] |f:0.1.2|. Starting materials: C(C(=O)Cl)(=O)Cl (Oxalyl chloride), COC1=C(C=CC(=C1)OC)C1=C(C=C(C=C1)C(=O)O)C (2′,4′-dimethoxy-2-methylbiphenyl-4-carboxylic acid), ON=C(N)C1=C(C=CC=C1)OC(F)(F)F (N′-Hydroxy-2-(trifluoromethoxy)benzenecarboximidamide), CCN(C(C)C)C(C)C (DIEA). The product is COC1=C(C=CC(=C1)OC)C1=C(C=C(C=C1)C1=NC(=NO1)C1=C(C=CC=C1)OC(F)(F)F)C (5-(2′,4′-dimethoxy-2-methylbiphenyl-4-yl)-3-[2-(trifluoromethoxy)phenyl]-1,2,4-oxadiazole). As a reaction SMILES: C(Cl)(=O)C(Cl)=O.[CH3:7][O:8][C:9]1[CH:14]=[C:13]([O:15][CH3:16])[CH:12]=[CH:11][C:10]=1[C:17]1[CH:22]=[CH:21][C:20]([C:23]([OH:25])=O)=[CH:19][C:18]=1[CH3:26].O[N:28]=[C:29]([C:31]1[CH:36]=[CH:35][CH:34]=[CH:33][C:32]=1[O:37][C:38]([F:41])([F:40])[F:39])[NH2:30].CCN(C(C)C)C(C)C>>[CH3:7][O:8][C:9]1[CH:14]=[C:13]([O:15][CH3:16])[CH:12]=[CH:11][C:10]=1[C:17]1[CH:22]=[CH:21][C:20]([C:23]2[O:25][N:30]=[C:29]([C:31]3[CH:36]=[CH:35][CH:34]=[CH:33][C:32]=3[O:37][C:38]([F:39])([F:40])[F:41])[N:28]=2)=[CH:19][C:18]=1[CH3:26]. Reported procedure: Oxalyl chloride (112 μL; 1.32 mmol; 3 eq.), Intermediate 28 (120 mg; 0.44 mmol; 1 eq.), Intermediate 2 (97 mg; 0.44 mmol, 1 eq.) and DIEA (228 μL; 1.32 mmol; 3 eq.) were reacted according to general procedure 2. Purification by column chromatography c-hexane/ethyl acetate, 95/5) afforded the title compound as a white solid. Reactants: NC(C=1C=C(SC1C)C(=S)OC)=S (methyl 4-(aminothioxomethyl)-5-methylthiothiophene-2-carboxylate), BrCC(=O)C1=CC(=C(C=C1)Cl)C (2-Bromo-1-(4-chloro-3-methylphenyl)ethan-1-one). Run in reagent, CC(=O)C (acetone). Yields the product ClC1=C(C=C(C=C1)C=1N=C(SC1)C=1C=C(SC1C)C(=S)OC)C (methyl 4-[4-(4-chloro-3-methylphenyl)(1,3-thiazol-2-yl)]-5-methylthiothiophene-2-carboxylate). Isolated yield 70.5%. RXN SMILES: [NH2:1][C:2](=[S:13])[C:3]1[CH:4]=[C:5]([C:9]([O:11][CH3:12])=[S:10])[S:6][C:7]=1[CH3:8].Br[CH2:15][C:16]([C:18]1[CH:23]=[CH:22][C:21]([Cl:24])=[C:20]([CH3:25])[CH:19]=1)=O>CC(C)=O>[Cl:24][C:21]1[CH:22]=[CH:23][C:18]([C:16]2[N:1]=[C:2]([C:3]3[CH:4]=[C:5]([C:9]([O:11][CH3:12])=[S:10])[S:6][C:7]=3[CH3:8])[S:13][CH:15]=2)=[CH:19][C:20]=1[CH3:25]. Procedure details: 155 mg (0.627 mmol) of methyl 4-(aminothioxomethyl)-5-methylthiothiophene-2-carboxylate (Maybridge Chemical Co. LTD., Cornwall, U.K.) was dissolved in 10 mL of reagent grade acetone. 2-Bromo-1-(4-chloro-3-methylphenyl)ethan-1-one (0.658 mmol; 163 mg) was added and the solution was allowed to reflux for 3 h. The solution was allowed to cool and the reaction mixture was concentrated and dissolved in 50 mL of CH2Cl2. The organic layer was washed with 50 mL of 1N HCl (aq.), dried over sodium sulfate... The reactants are ClCC(=O)NCC(=O)OC(C)(C)C (tert-butyl 2-(2-chloroacetylamino)acetate), C(O)([O-])=O.[Cs+] (cesium hydrogen carbonate), tert-butyl, C(\C=C\C(=O)O)(=O)OC (methyl hydrogen fumarate). Solvent: CN1CCCC1=O (NMP). The product is COC(=O)/C=C/C(=O)OCC(=O)NCC(=O)O (2-{2-[(2E)-3-(Methoxycarbonyl)prop-2-enoyloxy]acetylamino}acetic acid). Yield: 12.1%. As a reaction SMILES: [C:1]([O:8][CH3:9])(=[O:7])/[CH:2]=[CH:3]/[C:4]([OH:6])=[O:5].Cl[CH2:11][C:12]([NH:14][CH2:15][C:16]([O:18]C(C)(C)C)=[O:17])=[O:13].C(=O)([O-])O.[Cs+]>CN1C(=O)CCC1>[CH3:9][O:8][C:1](/[CH:2]=[CH:3]/[C:4]([O:6][CH2:11][C:12]([NH:14][CH2:15][C:16]([OH:18])=[O:17])=[O:13])=[O:5])=[O:7] |f:2.3|. Procedure details: Following general procedure A, methyl hydrogen fumarate (MHF) (0.68 g, 5.26 mmol) dissolved in NMP was reacted at ca. 55° C. with tert-butyl 2-(2-chloroacetylamino)acetate (0.91 g, 4.38 mmol) in the presence of CsHCO3 (1.19 g, 6.13 mmol) of the tert-butyl-protected intermediate and then purified by silica gel column chromatography (Biotage) using a mixture of ethyl acetate (EtOAc) and hexanes (1:2 to 2:3 to 1:1) as eluent. The purified product was treated with 50% trifluoroacetic acid (TFA) in d...